This data is from the Open Reaction Database (ORD), a public repository of structured organic reaction records. The task is: describe an organic reaction: reactants, conditions, products, and yield The reactants are ClC(C[Si](C)(C)C)OC ((2-Chloro-methoxy-ethyl)-trimethyl-silane), BrC=1C=CC2=C(NC(=N2)C(F)F)C1 (6-bromo-2-difluoromethyl-1H-benzimidazol), C(C)(C)N(C(C)C)CC (N,N-diisopropyl ethyl amine). Solvent: ClCCl (dichloromethane). Reaction conditions: time 18 hour. The product is BrC=1C=CC2=C(N(C(=N2)C(F)F)COCC[Si](C)(C)C)C1 (6-bromo-2-difluoromethyl-1-(2-trimethylsilanyl-ethoxymethyl)-1H-benzimidazole), solid. Isolated yield 85.0%. RXN SMILES: Cl[CH:2]([O:8][CH3:9])[CH2:3][Si:4]([CH3:7])([CH3:6])[CH3:5].[Br:10][C:11]1[CH:12]=[CH:13][C:14]2[N:18]=[C:17]([CH:19]([F:21])[F:20])[NH:16][C:15]=2[CH:22]=1.C(N(CC)C(C)C)(C)C>ClCCl>[Br:10][C:11]1[CH:12]=[CH:13][C:14]2[N:18]=[C:17]([CH:19]([F:20])[F:21])[N:16]([CH2:9][O:8][CH2:2][CH2:3][Si:4]([CH3:7])([CH3:6])[CH3:5])[C:15]=2[CH:22]=1. Procedure details: (2-Chloro-methoxy-ethyl)-trimethyl-silane (1.1 ml, 6.4 mmol, 1.5 eq.) was added to an anhydrous dichloromethane solution (22 ml) of 6-bromo-2-difluoromethyl-1H-benzimidazol (1.0 g, 4.27 mmol) and N,N-diisopropyl ethyl amine (1.9 ml, 10.6 mmol, 2.5 eq.). This was stirred at room temperature for 18 hours. The reaction mixture was concentrated. The residue obtained by concentration under reduced pressure was purified by silica gel column chromatography. Thus, 6-bromo-2-difluoromethyl-1-(2-trimethyl... Reactants: BrC1=C(C=CC(=C1)Br)N(C1=NC(=CC(=N1)C1=C(C=CC=C1)C(F)(F)F)C)CC (N-(2,4-Dibromophenyl)-N-ethyl-4-[2-(trifluoromethyl)phenyl]-6-methyl-2-pyrimidineamine), tetrakis(triphenylphosphine)Pd(0), C[S-].[Na+] (sodium thiomethoxide). Solvent: CS(=O)C (dimethylsulfoxide). The product is BrC1=C(C=CC(=C1)SC)N(C1=NC(=CC(=N1)C1=C(C=CC=C1)C(F)(F)F)C)CC (N-(2-Bromo-4-methylthiophenyl)-N-ethyl-4-[2-(trifluoromethyl)phenyl]-6-methyl-2-pyrimidineamine). Reaction SMILES: [Br:1][C:2]1[CH:7]=[C:6](Br)[CH:5]=[CH:4][C:3]=1[N:9]([CH2:27][CH3:28])[C:10]1[N:15]=[C:14]([C:16]2[CH:21]=[CH:20][CH:19]=[CH:18][C:17]=2[C:22]([F:25])([F:24])[F:23])[CH:13]=[C:12]([CH3:26])[N:11]=1.[CH3:29][S-:30].[Na+]>CS(C)=O>[Br:1][C:2]1[CH:7]=[C:6]([S:30][CH3:29])[CH:5]=[CH:4][C:3]=1[N:9]([CH2:27][CH3:28])[C:10]1[N:15]=[C:14]([C:16]2[CH:21]=[CH:20][CH:19]=[CH:18][C:17]=2[C:22]([F:25])([F:24])[F:23])[CH:13]=[C:12]([CH3:26])[N:11]=1 |f:1.2|. Procedure: The product from Example 15 (450 mg), dimethylsulfoxide (12 mL), tetrakis(triphenylphosphine)Pd(0) (40 mg), and sodium thiomethoxide (61 mg) were heated at reflux 18 hours. The reaction was cooled, taken up and partitioned between ethyl acetate (100 mL) and water (100 mL). The ethyl acetate was washed with brine, dried over MgSO4, and concentrated to dryness. The crude product was chromatographed on silica gel giving the title compound (90 mg). CI-HRMS calcd. for C21H20N3F3SBr (M+H)+ : 482.05134...